This data is from the Open Reaction Database (ORD), a public repository of structured organic reaction records. The task is: describe an organic reaction: reactants, conditions, products, and yield Starting materials: FC(F)(F)c1cc(CBr)cc(C(F)(F)F)c1, O=C([O-])[O-], [Cs+], [Cs+], CN(C)C=O, CCOC(=O)CC1CCCn2c1cc1cc(O)ccc12. Product: CCOC(=O)CC1CCCn2c1cc1cc(OCc3cc(C(F)(F)F)cc(C(F)(F)F)c3)ccc12. As a reaction SMILES: [Br:27][CH2:28][c:29]1[cH:30][c:31]([C:39]([F:40])([F:41])[F:42])[cH:32][c:33]([C:35]([F:36])([F:37])[F:38])[cH:34]1.[C:21](=[O:22])([O-:23])[O-:24].[Cs+:25].[Cs+:26].[O:43]=[CH:44][N:45]([CH3:46])[CH3:47].[OH:1][c:2]1[cH:3][c:4]2[cH:5][c:6]3[n:7]([c:8]2[cH:9][cH:10]1)[CH2:11][CH2:12][CH2:13][CH:14]3[CH2:15][C:16](=[O:17])[O:18][CH2:19][CH3:20]>>[O:1]([c:2]1[cH:3][c:4]2[cH:5][c:6]3[n:7]([c:8]2[cH:9][cH:10]1)[CH2:11][CH2:12][CH2:13][CH:14]3[CH2:15][C:16](=[O:17])[O:18][CH2:19][CH3:20])[CH2:28][c:29]1[cH:30][c:31]([C:39]([F:40])([F:41])[F:42])[cH:32][c:33]([C:35]([F:36])([F:37])[F:38])[cH:34]1.